From a dataset of the Open Reaction Database (ORD), a public repository of structured organic reaction records. describe an organic reaction: reactants, conditions, products, and yield Reactants: [H-].[Na+] (Sodium hydride), O (Water), C(C1=CC=2OCOC2C=C1)O (piperonyl alcohol), BrCCCCCCl (1-bromo-5-chloropentane). Isolated yield 24.1%. Procedure: 60% Sodium hydride (0.6 g) was suspended in dimethylformamide (10 ml), and piperonyl alcohol (1.5 g) was added under ice-cooilng with stirring. The mixture was stirred at room temperature for 1 hr. The mixture was again ice-cooled, and 1-bromo-5-chloropentane(1.8 g) was added, which was followed by stirring at room temperature for 1.5 hr. Water was added to the reaction mixture and the mixture was extracted with ethyl acetate. The organic layer was washed with brine, dried and the solvent was ev... Run in CN(C=O)C (dimethylformamide). Product: C1OC=2C=C(C=CC2O1)COCCCCCCl (5-((3,4-methylenedioxyphenyl)methoxy)pentyl chloride). Reaction SMILES: [H-].[Na+].[CH2:3]([OH:13])[C:4]1[CH:12]=[CH:11][C:10]2[O:9][CH2:8][O:7][C:6]=2[CH:5]=1.Br[CH2:15][CH2:16][CH2:17][CH2:18][CH2:19][Cl:20].O>CN(C)C=O>[CH2:8]1[O:9][C:10]2[CH:11]=[CH:12][C:4]([CH2:3][O:13][CH2:15][CH2:16][CH2:17][CH2:18][CH2:19][Cl:20])=[CH:5][C:6]=2[O:7]1 |f:0.1|. Product: FC1=C(C=CC=C1)C1=C(N=C(S1)C)C(=O)N1[C@@H]([C@H]2C[C@H]2C1)CNC(=O)C1=C(N=C2SC=CN21)C (6-Methyl-imidazo[2,1-b]thiazole-5-carboxylic acid{(1S,2S,5R)-3-[5-(2-fluoro-phenyl)-2-methyl-thiazole-4-carbonyl]-3-aza-bicyclo[3.1.0]hex-2-ylmethyl}-amide). Procedure: prepared by reaction of 6-Methyl-imidazo[2,1-b]thiazole-5-carboxylic acid [(1S,2S,5R)-1-(3-aza-bicyclo[3.1.0]hex-2-yl)methyl]-amide with 5-(2-Fluoro-phenyl)-2-methyl-thiazole-4-carboxylic acid. Starting materials: [C@H]12[C@H](NC[C@@H]2C1)CNC(=O)C1=C(N=C2SC=CN21)C (6-Methyl-imidazo[2,1-b]thiazole-5-carboxylic acid [(1S,2S,5R)-1-(3-aza-bicyclo[3.1.0]hex-2-yl)methyl]-amide), FC1=C(C=CC=C1)C1=C(N=C(S1)C)C(=O)O (5-(2-Fluoro-phenyl)-2-methyl-thiazole-4-carboxylic acid). As a reaction SMILES: [C@H:1]12[CH2:6][C@H:5]1[CH2:4][NH:3][C@@H:2]2[CH2:7][NH:8][C:9]([C:11]1[N:18]2[C:14]([S:15][CH:16]=[CH:17]2)=[N:13][C:12]=1[CH3:19])=[O:10].[F:20][C:21]1[CH:26]=[CH:25][CH:24]=[CH:23][C:22]=1[C:27]1[S:31][C:30]([CH3:32])=[N:29][C:28]=1[C:33](O)=[O:34]>>[F:20][C:21]1[CH:26]=[CH:25][CH:24]=[CH:23][C:22]=1[C:27]1[S:31][C:30]([CH3:32])=[N:29][C:28]=1[C:33]([N:3]1[CH2:4][C@H:5]2[C@H:1]([CH2:6]2)[C@H:2]1[CH2:7][NH:8][C:9]([C:11]1[N:18]2[C:14]([S:15][CH:16]=[CH:17]2)=[N:13][C:12]=1[CH3:19])=[O:10])=[O:34]. Starting materials: ice water, P(Cl)(Cl)(Cl)(Cl)Cl (Phosphorous pentachloride), ClC1=C(OCCC(=O)O)C=CC(=C1)OC (3-(2-Chloro-4-methoxyphenoxy)propionic Acid), [Cl-].[Al+3].[Cl-].[Cl-] (Aluminium chloride). Run in C1=CC=CC=C1 (benzene). Product: ClC=1C=C(C=C2C(CCOC12)=O)OC (8-Chloro-6-methoxychroman-4-one). Yield: 92.8%. RXN SMILES: P(Cl)(Cl)(Cl)(Cl)Cl.[Cl:7][C:8]1[CH:19]=[C:18]([O:20][CH3:21])[CH:17]=[CH:16][C:9]=1[O:10][CH2:11][CH2:12][C:13]([OH:15])=O.[Cl-].[Al+3].[Cl-].[Cl-]>C1C=CC=CC=1>[Cl:7][C:8]1[CH:19]=[C:18]([O:20][CH3:21])[CH:17]=[C:16]2[C:9]=1[O:10][CH2:11][CH2:12][C:13]2=[O:15] |f:2.3.4.5|. Reported procedure: Phosphorous pentachloride (1.3 g; 6.2 mmol) was added to a suspension of 3-(2-chloro-4-methoxyphenoxy)propionic acid (0.85 g; 3.7 mmol; from step (ii) above) in benzene (10 mL). The resultant clear solution was heated quickly to boiling and then cooled on an ice bath. Aluminium chloride (1.5 g; 11 mmol) was added in portions and, after complete addition, ice water was added. Extraction with ether, washing of the organic layer with NaHCO3/aq. and NaOH (2M; aq.), drying (Na2SO4) and concentration ... Reactants: ClCCl, CC(C)(C)c1cccc2c1CCCC2(NC(CCCO)c1nc(-c2ccccc2)c(-c2ccccc2)o1)O[SiH](c1ccccc1)c1ccccc1, O=S(Cl)Cl. Product: CC(C)(C)c1cccc2c1CCCC2(O[SiH](c1ccccc1)c1ccccc1)N1CCCC1c1nc(-c2ccccc2)c(-c2ccccc2)o1. As a reaction SMILES: [Cl:56][CH2:57][Cl:58].[OH:1][CH2:2][CH2:3][CH2:4][CH:5]([c:6]1[o:7][c:8](-[c:17]2[cH:18][cH:19][cH:20][cH:21][cH:22]2)[c:9](-[c:11]2[cH:12][cH:13][cH:14][cH:15][cH:16]2)[n:10]1)[NH:23][C:24]1([O:38][SiH:39]([c:40]2[cH:41][cH:42][cH:43][cH:44][cH:45]2)[c:46]2[cH:47][cH:48][cH:49][cH:50][cH:51]2)[CH2:25][CH2:26][CH2:27][c:28]2[c:29]([C:34]([CH3:35])([CH3:36])[CH3:37])[cH:30][cH:31][cH:32][c:33]21.[S:52]([Cl:53])([Cl:54])=[O:55]>>[CH2:2]1[CH2:3][CH2:4][CH:5]([c:6]2[o:7][c:8](-[c:17]3[cH:18][cH:19][cH:20][cH:21][cH:22]3)[c:9](-[c:11]3[cH:12][cH:13][cH:14][cH:15][cH:16]3)[n:10]2)[N:23]1[C:24]1([O:38][SiH:39]([c:40]2[cH:41][cH:42][cH:43][cH:44][cH:45]2)[c:46]2[cH:47][cH:48][cH:49][cH:50][cH:51]2)[CH2:25][CH2:26][CH2:27][c:28]2[c:29]([C:34]([CH3:35])([CH3:36])[CH3:37])[cH:30][cH:31][cH:32][c:33]21. The reactants are [N+](=O)([O-])C1=CC2=C(OC(CO2)CO)C=C1 ((2,3-dihydro-6-nitrobenzo[b][1,4]dioxin-2-yl)methanol), [H-].[Na+] (sodium hydride), ClCC1CC1 ((chloromethyl)cyclopropane). The reagents and catalysts are CCCC[N+](CCCC)(CCCC)CCCC.[Br-] (tetra-N-butylammonium bromide). The solvent is CN(C)C=O (DMF). Conditions: temperature 0 celsius, time 10 minute. Product: C1(CC1)COCC1COC2=C(O1)C=CC(=C2)[N+](=O)[O-] (2-((cyclopropylmethoxy)methyl)-2,3-dihydro-6-nitrobenzo[b][1,4]dioxine). Isolated yield 62.2%. RXN SMILES: [N+:1]([C:4]1[CH:15]=[CH:14][C:7]2[O:8][CH:9]([CH2:12][OH:13])[CH2:10][O:11][C:6]=2[CH:5]=1)([O-:3])=[O:2].[H-].[Na+].Cl[CH2:19][CH:20]1[CH2:22][CH2:21]1>CCCC[N+](CCCC)(CCCC)CCCC.[Br-].CN(C=O)C>[CH:20]1([CH2:19][O:13][CH2:12][CH:9]2[O:8][C:7]3[CH:14]=[CH:15][C:4]([N+:1]([O-:3])=[O:2])=[CH:5][C:6]=3[O:11][CH2:10]2)[CH2:22][CH2:21]1 |f:1.2,4.5|. Procedure: (2,3-dihydro-6-nitrobenzo[b][1,4]dioxin-2-yl)methanol (500 mg, 0.002 mol) and sodium hydride (0.28 g, 0.0070 mol) were placed in a flask under nitrogen. The flask was placed in an ice bath and 25 mL DMF was added. The reaction was stirred at 0° C. for 10 minutes and then (chloromethyl)cyclopropane (440 μL, 0.0048 mol) was added. The mixture was warmed to room temp over 20 min then tetra-N-butylammonium bromide (1.53 g, 0.00475 mol) was added to the mixture and the reaction was stirred at room te...